From a dataset of the Open Reaction Database (ORD), a public repository of structured organic reaction records. describe an organic reaction: reactants, conditions, products, and yield The reactants are Cc1csc(Nc2ncc(Br)cc2Oc2ccccc2)n1, O=C([O-])O, CC(=O)O, [Li]CCCC, C1CCOC1, [Li]C, [Na+], CN(C)C=O. Yields the product Cc1csc(Nc2ncc(C=O)cc2Oc2ccccc2)n1. As a reaction SMILES: [Br:1][c:2]1[cH:3][c:4]([O:15][c:16]2[cH:17][cH:18][cH:19][cH:20][cH:21]2)[c:5]([NH:8][c:9]2[s:10][cH:11][c:12]([CH3:14])[n:13]2)[n:6][cH:7]1.[C:34](=[O:35])([OH:36])[O-:37].[C:44]([OH:45])(=[O:46])[CH3:47].[CH2:24]([Li:25])[CH2:26][CH2:27][CH3:28].[CH2:39]1[O:40][CH2:41][CH2:42][CH2:43]1.[CH3:22][Li:23].[Na+:38].[O:29]=[CH:30][N:31]([CH3:32])[CH3:33]>>[c:2]1([CH:30]=[O:29])[cH:3][c:4]([O:15][c:16]2[cH:17][cH:18][cH:19][cH:20][cH:21]2)[c:5]([NH:8][c:9]2[s:10][cH:11][c:12]([CH3:14])[n:13]2)[n:6][cH:7]1.